From a dataset of the Open Reaction Database (ORD), a public repository of structured organic reaction records. describe an organic reaction: reactants, conditions, products, and yield Starting materials: C(=O)(O)P(OC1=CC=CC=C1)(=O)C1=CC=CC=C1 (P-CARBOXYPHENYL-PHENYLPHOSPHINIC ACID), [Al] (aluminum), C1(=CC=CC=C1)P(Cl)Cl (phenyldichlorophosphine), C(#N)C1=CC=C(C=C1)[N+]#N.F[B-](F)(F)F (p-cyanophenyl-diazonium tetrafluoroborate). The product is C(#N)C1=CC=C(C=C1)P(Cl)C1=CC=CC=C1 (p-cyanophenyl-phenylchlorophosphine). Isolated yield 47.0%. As a reaction SMILES: C(P(C1C=CC=CC=1)(=O)OC1C=CC=CC=1)(O)=O.[C:19]1([P:25]([Cl:27])Cl)[CH:24]=[CH:23][CH:22]=[CH:21][CH:20]=1.[C:28]([C:30]1[CH:35]=[CH:34][C:33]([N+]#N)=[CH:32][CH:31]=1)#[N:29].F[B-](F)(F)F.[Al]>>[C:28]([C:30]1[CH:35]=[CH:34][C:33]([P:25]([C:19]2[CH:20]=[CH:21][CH:22]=[CH:23][CH:24]=2)[Cl:27])=[CH:32][CH:31]=1)#[N:29] |f:2.3|. Procedure details: P-CARBOXYPHENYL-PHENYLPHOSPHINIC ACID IS ALREADY KNOWN AND HAS BEEN PREPARED BY L. D. Quinn et al. with unsatisfactory yields (L. D. Quinn et al., J. org. Chem. 27, 4120 (1962): ##STR2## In this process, the reaction product of phenyldichlorophosphine and p-cyanophenyl-diazonium-tetrafluoroborate has to be subjected to a reduction with aluminum in order to obtain the p-cyanophenyl-phenylchlorophosphine. The yield is 47 % of the theoretical yield. This process can be carried out only with difficu...